From a dataset of the Open Reaction Database (ORD), a public repository of structured organic reaction records. describe an organic reaction: reactants, conditions, products, and yield The reactants are O=C([O-])[O-], Cc1nccn1-c1ccc(CCl)cc1, Cl, COC1(c2cc(O)cc(F)c2)CCOCC1, [K+], [K+], CN(C)C=O, O. The product is COC1(c2cc(F)cc(OCc3ccc(-n4ccnc4C)cc3)c2)CCOCC1. As a reaction SMILES: [C:32](=[O:33])([O-:34])[O-:35].[CH3:18][c:19]1[n:20](-[c:24]2[cH:25][cH:26][c:27]([CH2:28][Cl:29])[cH:30][cH:31]2)[cH:21][cH:22][n:23]1.[ClH:17].[F:1][c:2]1[cH:3][c:4]([OH:16])[cH:5][c:6]([C:8]2([O:14][CH3:15])[CH2:9][CH2:10][O:11][CH2:12][CH2:13]2)[cH:7]1.[K+:36].[K+:37].[O:39]=[CH:40][N:41]([CH3:42])[CH3:43].[OH2:38]>>[F:1][c:2]1[cH:3][c:4]([O:16][CH2:28][c:27]2[cH:26][cH:25][c:24](-[n:20]3[c:19]([CH3:18])[n:23][cH:22][cH:21]3)[cH:31][cH:30]2)[cH:5][c:6]([C:8]2([O:14][CH3:15])[CH2:9][CH2:10][O:11][CH2:12][CH2:13]2)[cH:7]1. The reactants are C(C1=CC=CC=C1)C1=CC(=C(C(N1CC(=O)OC)=O)OCCC1=CC=CC=C1)N=C=O (Methyl [6-benzyl-1,2-dihydro-2-oxo-3-(2-phenylethoxy)-carbonylamino-1-pyridyl]acetate), NC=1C(N(C=CC1)C(C(=O)OC)C)=O (Methyl 2[3-amino-1,2-dihydro-2-oxo-1-pyridyl]propionate), 2(S), COC(C(C)N1C(C(=CC=C1)NC(=O)OCC1=CC=CC=C1)=O)=O (methyl-2[3-benzyloxycarbonylamino-1,2-dihydro-2-oxo-1-pyridyl)propionate), [K+].[Br-] (KBr), 2(S). Reagents/catalysts: [Pd] (palladium on carbon). Run in CO (methanol). Conditions: time 30 minute. The product is C(C1=CC=CC=C1)OC(=O)NC=1C(N(C=CC1)CC(=O)OC)=O (Methyl [3-benzyloxycarbonylamino-1,2-dihydro-2-oxo-1-pyridyl]-acetate). Isolated yield 61.9%. Reaction SMILES: C(C1N(CC(OC)=O)C(=O)C(OCCC2C=CC=CC=2)=C(N=C=O)C=1)C1C=CC=CC=1.[K+].[Br-].NC1C(=O)N(C(C)C(OC)=O)C=CC=1.[CH3:48][O:49][C:50](=[O:71])[CH:51]([N:53]1[CH:58]=[CH:57][CH:56]=[C:55]([NH:59][C:60]([O:62][CH2:63][C:64]2[CH:69]=[CH:68][CH:67]=[CH:66][CH:65]=2)=[O:61])[C:54]1=[O:70])C>[Pd].CO>[CH2:63]([O:62][C:60]([NH:59][C:55]1[C:54](=[O:70])[N:53]([CH2:51][C:50]([O:49][CH3:48])=[O:71])[CH:58]=[CH:57][CH:56]=1)=[O:61])[C:64]1[CH:69]=[CH:68][CH:67]=[CH:66][CH:65]=1 |f:1.2|. Reported procedure: Methyl [6-benzyl-1,2-dihydro-2-oxo-3-(2-phenylethoxy)-carbonylamino-1-pyridyl]acetate (49i), was isolated (88%) as a colorless solid: mp. 130-133° C.; IR (KBr) 3363, 1746, 1732, 1651, 1604, 1515, 1368, 1231, 1212, 1185; 1H NMR (CDCl3) δ 8.00 (1H, d, J=7.0), 7.68 (1H, s), 7.36-7.10 (10H, m), 6.15 (1H, d, J=7.6), 4.7 (2H, s), 4.38 (2H, t, J=7.0), 3.88 (2H, s), 3.67 (3H, s), 2.98 (2H, t, J=7). ##STR132## 2(S) Methyl 2[3-amino-1,2-dihydro-2-oxo-1-pyridyl]propionate (50a). A mixture of 2(S) methyl-2[... Reactants: C(C)OC(CC=1C=CC2=C(N(CCN2C)C(=O)OC(C)(C)C)N1)=O (tert-butyl 6-(2-ethoxy-2-oxoethyl)-1-methyl-2,3-dihydropyrido[2,3-b]pyrazine-4(1H)-carboxylate), [Li+].[BH4-] (LiBH4). The solvent is C1CCOC1 (THF). Conditions: temperature 0 celsius, time 10 minute. The product is CN1C2=C(NCC1)N=C(C=C2)CCO (2-(1-Methyl-1,2,3,4-tetrahydropyrido[2,3-b]pyrazin-6-yl)ethanol). As a reaction SMILES: C([O:3][C:4](=O)[CH2:5][C:6]1[CH:7]=[CH:8][C:9]2[N:14]([CH3:15])[CH2:13][CH2:12][N:11](C(OC(C)(C)C)=O)[C:10]=2[N:23]=1)C.[Li+].[BH4-]>C1COCC1>[CH3:15][N:14]1[CH2:13][CH2:12][NH:11][C:10]2[N:23]=[C:6]([CH2:5][CH2:4][OH:3])[CH:7]=[CH:8][C:9]1=2 |f:1.2|. Reported procedure: To a solution of tert-butyl 6-(2-ethoxy-2-oxoethyl)-1-methyl-2,3-dihydropyrido[2,3-b]pyrazine-4(1H)-carboxylate 1.05 g, 3.13 mmol)) in dry THF (15 mL) at room temperature was added a solution of LiBH4 (2.0 M in THF, 1.88 mL), and the resulting mixture was heated to reflux. After 16 hours the mixture was cooled to 0° C. and carefully quenched with water (20 mL). After 10 minutes, the mixture was extracted three times with ethyl acetate. The combined organic extracts were dried over MgSO4, filtere... Solvent: O1CCOCC1 (1,4-dioxane), C(Cl)Cl (DCM). Reaction SMILES: Cl[C:2]1[C:3](=[O:15])[N:4]([C:8]2[CH:13]=[CH:12][C:11]([F:14])=[CH:10][CH:9]=2)[CH:5]=[CH:6][N:7]=1.[O:16]([CH2:23][C:24]([NH2:26])=[O:25])[C:17]1[CH:22]=[CH:21][CH:20]=[CH:19][CH:18]=1.C1(P(C2C=CC=CC=2)C2C3OC4C(=CC=CC=4P(C4C=CC=CC=4)C4C=CC=CC=4)C(C)(C)C=3C=CC=2)C=CC=CC=1.C([O-])([O-])=O.[Cs+].[Cs+]>O1CCOCC1.C([O-])(=O)C.[Pd+2].C([O-])(=O)C.C(Cl)Cl>[F:14][C:11]1[CH:12]=[CH:13][C:8]([N:4]2[CH:5]=[CH:6][N:7]=[C:2]([NH:26][C:24](=[O:25])[CH2:23][O:16][C:17]3[CH:18]=[CH:19][CH:20]=[CH:21][CH:22]=3)[C:3]2=[O:15])=[CH:9][CH:10]=1 |f:3.4.5,7.8.9|. Conditions: temperature 80 celsius, time 15 minute. Yields the product FC1=CC=C(C=C1)N1C(C(=NC=C1)NC(COC1=CC=CC=C1)=O)=O (N-[4-(4-fluoro-phenyl)-3-oxo-3,4-dihydro-pyrazin-2-yl]-2-phenoxy-acetamide). Procedure: Palladium (II) acetate (36 mg, 0.16 mmol) was added to a suspension of 3-chloro-1-(4-fluoro-phenyl)-1H-pyrazin-2-one (0.71 g, 3.2 mmol), phenoxyacetamide (0.57 g, 3.8 mmol), 4,5-bis(diphenylphosphino)-9,9-dimethylxanthene (0.138 g, 0.24 mmol) and Cs2CO3 (1.5 g, 4.45 mmol) in 1,4-dioxane (10 mL). The mixture was stirred at 80° C. for 15 minutes. Then DCM was added, the solid was filtered off and washed with more DCM. The filtrate was separated and the solvent evaporated in vacuo and the crude pro... Reagents/catalysts: C(C)(=O)[O-].[Pd+2].C(C)(=O)[O-] (Palladium (II) acetate). Isolated yield 35.0%. The reactants are ClC=1C(N(C=CN1)C1=CC=C(C=C1)F)=O (3-chloro-1-(4-fluoro-phenyl)-1H-pyrazin-2-one), O(C1=CC=CC=C1)CC(=O)N (phenoxyacetamide), C1(=CC=CC=C1)P(C1=CC=CC=2C(C3=CC=CC(=C3OC12)P(C1=CC=CC=C1)C1=CC=CC=C1)(C)C)C1=CC=CC=C1 (4,5-bis(diphenylphosphino)-9,9-dimethylxanthene), C(=O)([O-])[O-].[Cs+].[Cs+] (Cs2CO3). The reactants are ClC=1C=C2C=NN=C(C2=CC1)OC(C(F)(F)F)C (6-chloro-1-(1,1,1-trifluoropropan-2-yloxy)phthalazine), CC1=C(C=C(C=C1)N)B1OC(C(O1)(C)C)(C)C (4-methyl-3-(4,4,5,5-tetramethyl-1,3,2-dioxaborolan-2-yl)benzenamine). Product: CC1=C(C=C(C=C1)N)C=1C=C2C=NN=C(C2=CC1)OC(C(F)(F)F)C (4-Methyl-3-(1-(1,1,1-trifluoropropan-2-yloxy)phthalazin-6-yl)benzenamine), ( R )-. Reaction SMILES: Cl[C:2]1[CH:3]=[C:4]2[C:9](=[CH:10][CH:11]=1)[C:8]([O:12][CH:13]([CH3:18])[C:14]([F:17])([F:16])[F:15])=[N:7][N:6]=[CH:5]2.[CH3:19][C:20]1[CH:25]=[CH:24][C:23]([NH2:26])=[CH:22][C:21]=1B1OC(C)(C)C(C)(C)O1>>[CH3:19][C:20]1[CH:25]=[CH:24][C:23]([NH2:26])=[CH:22][C:21]=1[C:2]1[CH:3]=[C:4]2[C:9](=[CH:10][CH:11]=1)[C:8]([O:12][CH:13]([CH3:18])[C:14]([F:17])([F:16])[F:15])=[N:7][N:6]=[CH:5]2. Procedure: The title compound was prepared according to a procedure similar to that described in Example 225, using 6-chloro-1-(1,1,1-trifluoropropan-2-yloxy)phthalazine and 4-methyl-3-(4,4,5,5-tetramethyl-1,3,2-dioxaborolan-2-yl)benzenamine as starting materials. MS (ESI, pos. ion) m/z: 348.1 (M+1). The racemic material was subjected to Preparative SFC separation using a chiral column to afford its (R)- and (S)-enantiomers. Reactants: BrC=1C=CC(N(C1)CCOC1=CC=NC2=CC(=CC=C12)OC)=O (5-bromo-1-(2-(7-methoxyquinolin-4-yloxy)ethyl)pyridin-2(1H)-one), CNCCNC (N,N′-dimethylethylenediamine), N1C(CCC1)=O (2-pyrrolidone), C([O-])([O-])=O.[Cs+].[Cs+] (cesium carbonate), diamine, [NH4+].[OH-] (NH4OH). Reagents/catalysts: [Cu]I (copper(I)iodide), [Cu]I (CuI). Solvent: C1(=CC=CC=C1)C (toluene). Reaction conditions: temperature 120 celsius. Yields the product COC1=CC=C2C(=CC=NC2=C1)OCCN1C(C=CC(=C1)N1C(CCC1)=O)=O (1-(2-(7-methoxyquinolin-4-yloxy)ethyl)-5-(2-oxopyrrolidin-1-yl)pyridin-2(1H)-one). Reaction SMILES: Br[C:2]1[CH:3]=[CH:4][C:5](=[O:23])[N:6]([CH2:8][CH2:9][O:10][C:11]2[C:20]3[C:15](=[CH:16][C:17]([O:21][CH3:22])=[CH:18][CH:19]=3)[N:14]=[CH:13][CH:12]=2)[CH:7]=1.CNCCNC.[NH:30]1[CH2:34][CH2:33][CH2:32][C:31]1=[O:35].C(=O)([O-])[O-].[Cs+].[Cs+].[NH4+].[OH-]>[Cu]I.C1(C)C=CC=CC=1>[CH3:22][O:21][C:17]1[CH:16]=[C:15]2[C:20]([C:11]([O:10][CH2:9][CH2:8][N:6]3[CH:7]=[C:2]([N:30]4[CH2:34][CH2:33][CH2:32][C:31]4=[O:35])[CH:3]=[CH:4][C:5]3=[O:23])=[CH:12][CH:13]=[N:14]2)=[CH:19][CH:18]=1 |f:3.4.5,6.7|. Reported procedure: A dry 5 mL, 1-neck round bottom flask was charged with 5-bromo-1-(2-(7-methoxyquinolin-4-yloxy)ethyl)pyridin-2(1H)-one (0.0476 g, 0.13 mmol), copper(I)iodide (0.0033 mL, 0.098 mmol), 1 mL toluene, N,N′-dimethylethylenediamine (0.017 g, 0.20 mmol), 2-pyrrolidone (0.048 mL, 0.63 mmol), cesium carbonate (0.12 g, 0.38 mmol), a stirbar and a reflux condenser. The solution was placed in a 120° C. bath for 6 h. The solution was cooled and retreated with the same amounts of CuI and diamine. The solution... Reactants: ClC1=CC=C(CN2C(CC3=CC=CC=C23)(C=O)Cl)C=C1 (1-(4-chlorobenzyl)-2-chloroindole-carbaldehyde), O (water), C([O-])([O-])=O.[K+].[K+] (potassium carbonate), C(#N)CC(=O)OCC (ethyl cyanoacetate). Run in C(C)O (ethanol). Product: C(#N)C(C(=O)OCC)=CC1=C(N(C2=CC=CC=C12)CC1=CC=C(C=C1)Cl)Cl (Ethyl 2-cyano-3-(1-(4-chlorobenzyl)-2-chloro-3-indolyl)acrylate). RXN SMILES: [Cl:1][C:2]1[CH:20]=[CH:19][C:5]([CH2:6][N:7]2[C:15]3[C:10](=[CH:11][CH:12]=[CH:13][CH:14]=3)[CH2:9][C:8]2([Cl:18])C=O)=[CH:4][CH:3]=1.[C:21](=O)([O-])[O-].[K+].[K+].[C:27]([CH2:29][C:30]([O:32][CH2:33][CH3:34])=[O:31])#[N:28].O>C(O)C>[C:27]([C:29](=[CH:21][C:9]1[C:10]2[C:15](=[CH:14][CH:13]=[CH:12][CH:11]=2)[N:7]([CH2:6][C:5]2[CH:19]=[CH:20][C:2]([Cl:1])=[CH:3][CH:4]=2)[C:8]=1[Cl:18])[C:30]([O:32][CH2:33][CH3:34])=[O:31])#[N:28] |f:1.2.3|. Reported procedure: To 608 mg of 1-(4-chlorobenzyl)-2-chloroindole-carbaldehyde, slurried in 10 ml of ethanol, was added 608 mg of potassium carbonate and 0.24 ml of ethyl cyanoacetate. After overnight stirring 10 ml of water was added, and the product collected by filtration, washed with water, and dried to give (9a). Yield 650 mg of (9a). M.p. 179°-80° C. (sample recryst. from EtOH). Reactants: ClCC(=O)Cl (chloroacetyl chloride), NC1=CC=C2C(C(=C(OC2=C1)C1=CC=C(C=C1)C(=O)OC)CCC)=O (methyl 7-amino-3-propyl-4'-flavonecarboxylate), C(=O)([O-])[O-].[K+].[K+] (K2CO3). Run in C1=CC=CC=C1 (benzene), C1=CC=CC=C1 (benzene). Product: ClCC(=O)NC1=CC=C2C(C(=C(OC2=C1)C1=CC=C(C=C1)C(=O)OC)CCC)=O (Methyl 7-(2-chloracetamido)-3-propyl-4'-flavonecarboxylate). The yield is 80.0%. Reaction SMILES: [Cl:1][CH2:2][C:3](Cl)=[O:4].[NH2:6][C:7]1[CH:16]=[C:15]2[C:10]([C:11](=[O:30])[C:12]([CH2:27][CH2:28][CH3:29])=[C:13]([C:17]3[CH:22]=[CH:21][C:20]([C:23]([O:25][CH3:26])=[O:24])=[CH:19][CH:18]=3)[O:14]2)=[CH:9][CH:8]=1.C([O-])([O-])=O.[K+].[K+]>C1C=CC=CC=1>[Cl:1][CH2:2][C:3]([NH:6][C:7]1[CH:16]=[C:15]2[C:10]([C:11](=[O:30])[C:12]([CH2:27][CH2:28][CH3:29])=[C:13]([C:17]3[CH:22]=[CH:21][C:20]([C:23]([O:25][CH3:26])=[O:24])=[CH:19][CH:18]=3)[O:14]2)=[CH:9][CH:8]=1)=[O:4] |f:2.3.4|. Procedure details: 8 cc of chloroacetyl chloride are added, with stirring, to a mixture consisting of 9.5 g of methyl 7-amino-3-propyl-4'-flavonecarboxylate made according to Example 7a, 1 liter of benzene and 9 g of anhydrous K2CO3. The mixture is heated to reflux of the benzene for 2 hours, then cooled. The benzene phase is washed with water. A precipitate is formed which is filtered and dissolved in chloroform. The benzene and chloroform phases are evaporated. Methyl 7-(2-chloracetamido)-3-propyl-4'-flavonecarb...